This data is from the Open Reaction Database (ORD), a public repository of structured organic reaction records. The task is: describe an organic reaction: reactants, conditions, products, and yield Reactants: BrC1=C(C=C(O)C=C1)O (4-bromoresorcinol), C(C1=CC=CC=C1)Br (benzyl bromide), C([O-])([O-])=O.[K+].[K+] (potassium carbonate). Yields the product C(C1=CC=CC=C1)OC1=C(C=CC(=C1)OCC1=CC=CC=C1)Br (2,4-Dibenzyloxybromobenzene). Reaction SMILES: [Br:1][C:2]1[CH:8]=[CH:7][C:5](O)=[CH:4][C:3]=1[OH:9].[CH2:10](Br)[C:11]1[CH:16]=[CH:15][CH:14]=[CH:13][CH:12]=1.[C:18](=[O:21])([O-])[O-].[K+].[K+]>>[CH2:10]([O:9][C:3]1[CH:4]=[C:5]([O:21][CH2:18][C:2]2[CH:8]=[CH:7][CH:5]=[CH:4][CH:3]=2)[CH:7]=[CH:8][C:2]=1[Br:1])[C:11]1[CH:16]=[CH:15][CH:14]=[CH:13][CH:12]=1 |f:2.3.4|. Procedure details: Using a procedure similar to that described in Example 17.a., except using 4-bromoresorcinol and using two equivalents of benzyl bromide and potassium carbonate, the named compound was prepared as a white solid; MS: 369; NMR: 5.0 (s, 2), 5.1(s, 2), 6.47(d, d, J1 =8, J2 =2.6, 1), 6.6 (d, J=2.7, 1), 7.2-7.5 (m, 11).